Dataset: the Open Reaction Database (ORD), a public repository of structured organic reaction records. Task: describe an organic reaction: reactants, conditions, products, and yield Starting materials: ClC1=CC=C(C=C1)C(C=O)(CC)N1C=CC2=C(C=CC=C12)NC(OC(C)(C)C)=O (tert-butyl (1-(2-(4-chlorophenyl)-1-oxobutan-2-yl)-1H-indol-4-yl)carbamate), C(=O)([O-])[O-].[K+].[K+] (K2CO3), [N+](=[N-])=C(C(C)=O)P(OC)(OC)=O (dimethyl 1-diazo-2-oxopropylphosphonate). Solvent: CO (methanol). Reaction conditions: time 2 hour. Yields the product ClC1=CC=C(C=C1)C(C#C)(CC)N1C=CC2=C(C=CC=C12)NC(OC(C)(C)C)=O (tert-butyl 1-(3-(4-chlorophenyl)pent-1-yn-3-yl)-1H-indol-4-ylcarbamate). As a reaction SMILES: [Cl:1][C:2]1[CH:7]=[CH:6][C:5]([C:8]([N:13]2[C:21]3[C:16](=[C:17]([NH:22][C:23](=[O:29])[O:24][C:25]([CH3:28])([CH3:27])[CH3:26])[CH:18]=[CH:19][CH:20]=3)[CH:15]=[CH:14]2)([CH2:11][CH3:12])[CH:9]=O)=[CH:4][CH:3]=1.[C:30]([O-])([O-])=O.[K+].[K+].[N+](=C(P(=O)(OC)OC)C(=O)C)=[N-]>CO>[Cl:1][C:2]1[CH:7]=[CH:6][C:5]([C:8]([N:13]2[C:21]3[C:16](=[C:17]([NH:22][C:23](=[O:29])[O:24][C:25]([CH3:28])([CH3:27])[CH3:26])[CH:18]=[CH:19][CH:20]=3)[CH:15]=[CH:14]2)([CH2:11][CH3:12])[C:9]#[CH:30])=[CH:4][CH:3]=1 |f:1.2.3|. Reported procedure: To a mixture of tert-butyl (1-(2-(4-chlorophenyl)-1-oxobutan-2-yl)-1H-indol-4-yl)carbamate (412 mg, 1 mmol), as described in Example 21 Step B, and K2CO3 (276 mg, 2 mmol) in methanol (10 mL) was added dimethyl 1-diazo-2-oxopropylphosphonate (230 mg, 1.2 mmol) at room temperature. The mixture was stirred for 2 h and the solid was filtered off and the filtrate was concentrated under reduced pressure. The crude product was purified by silica gel chromatography eluting with PE/EA (20/1 to 10/1, v/v)...